Dataset: the Open Reaction Database (ORD), a public repository of structured organic reaction records. Task: describe an organic reaction: reactants, conditions, products, and yield The reactants are C(C)OC(=O)C1(CCC1)C1=CC(=C(C(=C1)OCC(F)(F)F)C1=CC=C(C=C1)C(F)(F)F)Cl (Ethyl-1-(2-chloro-6-(2,2,2-trifluoroethoxy)-4′-(trifluoromethyl)biphenyl-4-yl)cyclobutanecarboxylate), [Li+].[OH-] (LiOH). The solvent is CO.C1CCOC1.O (MeOH THF H2O). Conditions: time 5 hour. Yields the product ClC1=C(C(=CC(=C1)C1(CCC1)C(=O)O)OCC(F)(F)F)C1=CC=C(C=C1)C(F)(F)F (1-(2-chloro-6-(2,2,2-trifluoroethoxy)-4′-(trifluoromethyl)biphenyl-4-yl)cyclobutanecarboxylic acid). Yield: 32.3%. RXN SMILES: C([O:3][C:4]([C:6]1([C:10]2[CH:15]=[C:14]([O:16][CH2:17][C:18]([F:21])([F:20])[F:19])[C:13]([C:22]3[CH:27]=[CH:26][C:25]([C:28]([F:31])([F:30])[F:29])=[CH:24][CH:23]=3)=[C:12]([Cl:32])[CH:11]=2)[CH2:9][CH2:8][CH2:7]1)=[O:5])C.[Li+].[OH-]>CO.C1COCC1.O>[Cl:32][C:12]1[CH:11]=[C:10]([C:6]2([C:4]([OH:5])=[O:3])[CH2:7][CH2:8][CH2:9]2)[CH:15]=[C:14]([O:16][CH2:17][C:18]([F:20])([F:21])[F:19])[C:13]=1[C:22]1[CH:23]=[CH:24][C:25]([C:28]([F:29])([F:30])[F:31])=[CH:26][CH:27]=1 |f:1.2,3.4.5|. Procedure: Ethyl-1-(2-chloro-6-(2,2,2-trifluoroethoxy)-4′-(trifluoromethyl)biphenyl-4-yl)cyclobutanecarboxylate (0.2 g, 0.41 mmol) was dissolved in 25 mL of MeOH/THF/H2O (10:10:5, vvl), LiOH (0.10 g, 4.1 mmol) was added. The reaction mixture was stirred for 5 h at room temperature and concentrated under reduced pressure. Water (10 mL) was added and the reaction mixture was extracted with EtOAc (3×10 mL). The combined organic phases were dried over Na2SO4, filtered and evaporated under reduced pressure. Pur... The reactants are CC(C)O, CC(=O)c1ccccc1, [H][H]. Yields the product CC(O)c1ccccc1. As a reaction SMILES: [CH3:12][CH:13]([OH:14])[CH3:15].[CH3:1][C:2](=[O:3])[c:4]1[cH:5][cH:6][cH:7][cH:8][cH:9]1.[H:10][H:11]>>[CH3:1][CH:2]([OH:3])[c:4]1[cH:5][cH:6][cH:7][cH:8][cH:9]1. Starting materials: ( I ), ClCCN1CCCC1 (N-(2-chloroethyl)pyrrolidine), C(CCC)(=O)N1CCC(CC1)N(C(=O)NC=1SC(=CN1)SC#N)[C@@H]1CC[C@H](CC1)C (1-(1-butyryl-piperidin-4-yl)-1-(trans-4-methyl-cyclohexyl)-3-(5-thiocyanato-thiazol-2-yl)-urea), SC[C@H](O)[C@H](O)CS (dithioerythritol). Product: C(CCC)(=O)N1CCC(CC1)N(C(=O)NC=1SC(=CN1)SCCN1CCCC1)[C@@H]1CC[C@H](CC1)C (1-(1-Butyryl-piperidin-4-yl)-1-(trans-4-methyl-cyclohexyl)-3-[5-(2-pyrrolidin-1-yl-ethylsulfanyl)-thiazol-2-yl]-urea). Reaction SMILES: [C:1]([N:6]1[CH2:11][CH2:10][CH:9]([N:12]([C@H:24]2[CH2:29][CH2:28][C@H:27]([CH3:30])[CH2:26][CH2:25]2)[C:13]([NH:15][C:16]2[S:17][C:18]([S:21]C#N)=[CH:19][N:20]=2)=[O:14])[CH2:8][CH2:7]1)(=[O:5])[CH2:2][CH2:3][CH3:4].SC[C@@H]([C@@H](CS)O)O.Cl[CH2:40][CH2:41][N:42]1[CH2:46][CH2:45][CH2:44][CH2:43]1>>[C:1]([N:6]1[CH2:11][CH2:10][CH:9]([N:12]([C@H:24]2[CH2:29][CH2:28][C@H:27]([CH3:30])[CH2:26][CH2:25]2)[C:13]([NH:15][C:16]2[S:17][C:18]([S:21][CH2:40][CH2:41][N:42]3[CH2:46][CH2:45][CH2:44][CH2:43]3)=[CH:19][N:20]=2)=[O:14])[CH2:8][CH2:7]1)(=[O:5])[CH2:2][CH2:3][CH3:4]. Reported procedure: Prepared as described in general procedures (H) and (I) using 1-(1-butyryl-piperidin-4-yl)-1-(trans-4-methyl-cyclohexyl)-3-(5-thiocyanato-thiazol-2-yl)-urea, dithioerythritol and N-(2-chloroethyl)pyrrolidine. The reactants are C1CCOC1, CS(=O)(=O)c1ccc(-n2nccc2CO)cc1, C1CCC2=NCCCN2CC1, [N-]=[N+]=NP(=O)(c1ccccc1)c1ccccc1. The product is CS(=O)(=O)c1ccc(-n2nccc2CN=[N+]=[N-])cc1. RXN SMILES: [CH2:46]1[O:47][CH2:48][CH2:49][CH2:50]1.[CH3:1][S:2](=[O:3])(=[O:4])[c:5]1[cH:6][cH:7][c:8](-[n:11]2[n:12][cH:13][cH:14][c:15]2[CH2:16][OH:17])[cH:9][cH:10]1.[N:35]12[CH2:36][CH2:37][CH2:38][N:39]=[C:40]1[CH2:41][CH2:42][CH2:43][CH2:44][CH2:45]2.[c:18]1([P:19]([c:20]2[cH:21][cH:22][cH:23][cH:24][cH:25]2)(=[O:26])[N:32]=[N+:33]=[N-:34])[cH:27][cH:28][cH:29][cH:30][cH:31]1>>[CH3:1][S:2](=[O:3])(=[O:4])[c:5]1[cH:6][cH:7][c:8](-[n:11]2[n:12][cH:13][cH:14][c:15]2[CH2:16][N:32]=[N+:33]=[N-:34])[cH:9][cH:10]1. The reactants are BrCCCO[Si](C)(C)C(C)(C)C ((3-Bromopropoxy)-tert-butyldimethylsilane), O=C1CN(CCN1)C(=O)OC(C)(C)C (tert-butyl 3-oxopiperazine-1-carboxylate), [OH-].[K+] (potassium hydroxide). The reagents and catalysts are [Br-].C(CCC)[N+](CCCC)(CCCC)CCCC (tetra-n-butylammonium bromide). The solvent is C1CCOC1 (THF), C1CCOC1 (THF). Reaction conditions: time 2 hour. The product is [Si](C)(C)(C(C)(C)C)OCCCN1C(CN(CC1)C(=O)OC(C)(C)C)=O (tert-butyl 4-(3-{[tert-butyl(dimethyl)silyl]oxy}propyl)-3-oxopiperazine-1-carboxylate). Yield: 80.0%. Reaction SMILES: Br[CH2:2][CH2:3][CH2:4][O:5][Si:6]([C:9]([CH3:12])([CH3:11])[CH3:10])([CH3:8])[CH3:7].[O:13]=[C:14]1[NH:19][CH2:18][CH2:17][N:16]([C:20]([O:22][C:23]([CH3:26])([CH3:25])[CH3:24])=[O:21])[CH2:15]1.[OH-].[K+]>C1COCC1.[Br-].C([N+](CCCC)(CCCC)CCCC)CCC>[Si:6]([O:5][CH2:4][CH2:3][CH2:2][N:19]1[CH2:18][CH2:17][N:16]([C:20]([O:22][C:23]([CH3:25])([CH3:24])[CH3:26])=[O:21])[CH2:15][C:14]1=[O:13])([C:9]([CH3:12])([CH3:11])[CH3:10])([CH3:8])[CH3:7] |f:2.3,5.6|. Procedure details: (3-Bromopropoxy)-tert-butyldimethylsilane (2.53 g, 0.01 mol) in THF (10 ml) was added dropwise at room temperature to a stirred mixture of tert-butyl 3-oxopiperazine-1-carboxylate (2.0 g, 0.01 mol), powdered potassium hydroxide (0.67 g, 0.012 mol) and tetra-n-butylammonium bromide (0.63 g, 0.002 mol) in THF (15 ml). The reaction was stirred 2 hr then filtered and evaporated. The residue was purified by column chromatography on silica using ethyl acetate as eluent to give tert-butyl 4-(3-{[tert-b... Reactants: [H-].[Na+] (sodium hydride), CN(C=O)C (dimethylformamide), COC([C@@H](NC(=O)OC(C)(C)C)CC1=CC=C(C=C1)O)=O (N-tert-butoxycarbonyltyrosine methyl ester). Run in O1CCCC1 (tetrahydrofuran). Yields the product COC([C@@H](NC(=O)OC(C)(C)C)CC1=CC=C(C=C1)OCOCCOC)=O (N-Tert-Butoxycarbonyl-O-(2-Methoxyethoxymethyl)Tyrosine Methyl Ester). As a reaction SMILES: [CH3:1][O:2][C:3](=[O:21])[C@H:4]([CH2:13][C:14]1[CH:19]=[CH:18][C:17]([OH:20])=[CH:16][CH:15]=1)[NH:5][C:6]([O:8][C:9]([CH3:12])([CH3:11])[CH3:10])=[O:7].[H-].[Na+].CN(C)[CH:26]=[O:27]>O1CCCC1>[CH3:1][O:2][C:3](=[O:21])[C@H:4]([CH2:13][C:14]1[CH:19]=[CH:18][C:17]([O:20][CH2:1][O:2][CH2:3][CH2:4][O:27][CH3:26])=[CH:16][CH:15]=1)[NH:5][C:6]([O:8][C:9]([CH3:12])([CH3:10])[CH3:11])=[O:7] |f:1.2|. Procedure: 13.39 g of N-tert-butoxycarbonyltyrosine methyl ester was dissolved in 65 ml of tetrahydrofuran and 65 ml of dimethylformamide, and to the solution was added 1.9 g of 60% sodium hydride with stirring in an ice bath. After removing from the ice bath, the mixture was stirred at a room temperature for 30 minutes, and after addition of 5.4 g of methoxyethoxymethyl chloride with ice cooling, stirred for 15 hours allowing to warm to a room temperature. The reaction mixture was poured on ice, saturated...